This data is from the Open Reaction Database (ORD), a public repository of structured organic reaction records. The task is: describe an organic reaction: reactants, conditions, products, and yield Yield: 88.0%. RXN SMILES: [Br:1][C:2]1[CH:7]=[C:6]([C:8]([CH3:11])([CH3:10])[CH3:9])[CH:5]=[CH:4][C:3]=1[OH:12].C1N2CN3CN(C2)CN1C3.Cl.FC(F)(F)[C:26](O)=[O:27]>>[Br:1][C:2]1[C:3]([OH:12])=[C:4]([CH:5]=[C:6]([C:8]([CH3:9])([CH3:11])[CH3:10])[CH:7]=1)[CH:26]=[O:27]. Reaction conditions: temperature 90 celsius, time 6 hour. Reactants: Cl (hydrochloric acid), BrC1=C(C=CC(=C1)C(C)(C)C)O (2-bromo-4-(tert-butyl)phenol), BrC1=C(C=CC(=C1)C(C)(C)C)O (2-bromo-4-(tert-butyl)phenol), C1N2CN3CN1CN(C2)C3 (hexamethylenetetramine), FC(C(=O)O)(F)F (trifluoroacetic acid). Procedure details: A mixture of 2-bromo-4-(tert-butyl)phenol [Intermediate 1, Step 1] (6.87 g, 30 mmol) and hexamethylenetetramine (20 g, 143 mmol) in trifluoroacetic acid (60 mL) was heated at 90° C. under nitrogen for 22 hours. The hot reaction mixture was poured into 1M aqueous hydrochloric acid (200 mL) and the mixture stirred vigorously for 6 hours. The resulting suspension was filtered to give 3-bromo-5-(tert-butyl)-2-hydroxybenzaldehyde (6.79 g, 88% yield) as a yellow solid. Product: BrC=1C(=C(C=O)C=C(C1)C(C)(C)C)O (3-bromo-5-(tert-butyl)-2-hydroxybenzaldehyde).